This data is from the Open Reaction Database (ORD), a public repository of structured organic reaction records. The task is: describe an organic reaction: reactants, conditions, products, and yield Reactants: TEA, COC(CS)=O (mercapto-acetic acid methyl ester), BrC1=CC(=C(C=O)C(=C1)F)F (4-bromo-2,6-difluoro-benzaldehyde). Run in C(C)#N (acetonitrile). The product is COC(=O)C1=CC2=C(S1)C=C(C=C2F)Br (6-Bromo-4-fluoro-benzo[b]thiophene-2-carboxylic acid methyl ester). Yield: 62.1%. Reaction SMILES: [Br:1][C:2]1[CH:9]=[C:8](F)[C:5]([CH:6]=O)=[C:4]([F:11])[CH:3]=1.[CH3:12][O:13][C:14](=[O:17])[CH2:15][SH:16]>C(#N)C>[CH3:12][O:13][C:14]([C:15]1[S:16][C:8]2[CH:9]=[C:2]([Br:1])[CH:3]=[C:4]([F:11])[C:5]=2[CH:6]=1)=[O:17]. Reported procedure: Using analogous reaction condition and reagents as described in Example 25 for the preparation of I-25a, 4-bromo-2,6-difluoro-benzaldehyde (I-26a: 2.8 g, 12.8 mmol) was reacted with TEA (1.66 g, 16.47 mmol), mercapto-acetic acid methyl ester (1.47 g, 13.83 mmol) and acetonitrile (50 mL) to afford crude product. Purification by column chromatography on silica gel (2% ethyl acetate in hexane) afforded 2.3 g of the product (64% yield). The reactants are COc1cc(F)c(C2CCN(C(=O)COC(C)=O)CC2)cc1-c1ccc(C(F)(F)F)cc1CN1C(=O)OC(c2cc(C(F)(F)F)cc(C(F)(F)F)c2)C1C, C[O-], CO, [Na+], O. Product: COc1cc(F)c(C2CCN(C(=O)CO)CC2)cc1-c1ccc(C(F)(F)F)cc1CN1C(=O)OC(c2cc(C(F)(F)F)cc(C(F)(F)F)c2)C1C. RXN SMILES: [C:1](=[O:2])([CH3:3])[O:4][CH2:5][C:6](=[O:7])[N:8]1[CH2:9][CH2:10][CH:11]([c:14]2[cH:15][c:16](-[c:23]3[c:24]([CH2:33][N:34]4[C:35](=[O:54])[O:36][CH:37]([c:40]5[cH:41][c:42]([C:50]([F:51])([F:52])[F:53])[cH:43][c:44]([C:46]([F:47])([F:48])[F:49])[cH:45]5)[CH:38]4[CH3:39])[cH:25][c:26]([C:29]([F:30])([F:31])[F:32])[cH:27][cH:28]3)[c:17]([O:21][CH3:22])[cH:18][c:19]2[F:20])[CH2:12][CH2:13]1.[CH3:55][O-:56].[CH3:59][OH:60].[Na+:57].[OH2:58]>>[OH:4][CH2:5][C:6](=[O:7])[N:8]1[CH2:9][CH2:10][CH:11]([c:14]2[cH:15][c:16](-[c:23]3[c:24]([CH2:33][N:34]4[C:35](=[O:54])[O:36][CH:37]([c:40]5[cH:41][c:42]([C:50]([F:51])([F:52])[F:53])[cH:43][c:44]([C:46]([F:47])([F:48])[F:49])[cH:45]5)[CH:38]4[CH3:39])[cH:25][c:26]([C:29]([F:30])([F:31])[F:32])[cH:27][cH:28]3)[c:17]([O:21][CH3:22])[cH:18][c:19]2[F:20])[CH2:12][CH2:13]1. Starting materials: [Si](C)(C)(C(C)(C)C)OC1=C2C=C(NC2=CC=C1)C1=CC=CC=C1 (4-t-Butyldimethylsilyoxy-2-phenylindole), [F-].C(CCC)[N+](CCCC)(CCCC)CCCC (tetrabutylammonium flouride). Solvent: C1CCOC1 (THF). Conditions: time 10 minute. Yields the product ethyl acetate hexanes, OC1=C2C=C(NC2=CC=C1)C1=CC=CC=C1 (4-hydroxy-2-phenylindole). Yield: 84.3%. RXN SMILES: [Si]([O:8][C:9]1[CH:17]=[CH:16][CH:15]=[C:14]2[C:10]=1[CH:11]=[C:12]([C:18]1[CH:23]=[CH:22][CH:21]=[CH:20][CH:19]=1)[NH:13]2)(C(C)(C)C)(C)C.[F-].C([N+](CCCC)(CCCC)CCCC)CCC>C1COCC1>[OH:8][C:9]1[CH:17]=[CH:16][CH:15]=[C:14]2[C:10]=1[CH:11]=[C:12]([C:18]1[CH:19]=[CH:20][CH:21]=[CH:22][CH:23]=1)[NH:13]2 |f:1.2|. Reported procedure: 4-t-Butyldimethylsilyoxy-2-phenylindole (55 mg, 0.17 mmol) was dissolved in THF (10 ml) at 0° C. and treated with tetrabutylammonium flouride (0.5 ml, 1.0M in THF, excess). After stirring at this temperature for 10 minutes, the reaction was quenched by addition of saturated ammonium chloride. The mixture was extracted several time with ethyl acetate, dried over magnesium sulfate, and evaporated to give a crude oil. Flash chromatography (5% ethyl acetate/hexanes) provided the desired phenol (30 m... Starting materials: O=[N+]([O-])c1cccc(CBr)c1, CCOC(=O)CN=C(c1ccccc1)c1ccccc1, CC(C)(C)[O-], [Cl-], [K+], [NH4+], C1CCOC1, O. Yields the product CCOC(=O)C(Cc1cccc([N+](=O)[O-])c1)N=C(c1ccccc1)c1ccccc1. As a reaction SMILES: [Br:27][CH2:28][c:29]1[cH:30][c:31]([N+:35](=[O:36])[O-:37])[cH:32][cH:33][cH:34]1.[CH2:1]([CH3:2])[O:3][C:4]([CH2:5][N:6]=[C:7]([c:8]1[cH:9][cH:10][cH:11][cH:12][cH:13]1)[c:14]1[cH:15][cH:16][cH:17][cH:18][cH:19]1)=[O:20].[CH3:21][C:22]([CH3:23])([O-:24])[CH3:25].[Cl-:38].[K+:26].[NH4+:39].[O:40]1[CH2:41][CH2:42][CH2:43][CH2:44]1.[OH2:45]>>[CH2:1]([CH3:2])[O:3][C:4]([CH:5]([N:6]=[C:7]([c:8]1[cH:9][cH:10][cH:11][cH:12][cH:13]1)[c:14]1[cH:15][cH:16][cH:17][cH:18][cH:19]1)[CH2:28][c:29]1[cH:30][c:31]([N+:35](=[O:36])[O-:37])[cH:32][cH:33][cH:34]1)=[O:20]. Starting materials: CC(C)CNC(=O)NCCCl, CCO, Cl, O=N[O-], [Na+], O. The product is CC(C)CNC(=O)N(CCCl)N=O. As a reaction SMILES: [CH2:1]([CH:2]([CH3:3])[CH3:4])[NH:5][C:6](=[O:7])[NH:8][CH2:9][CH2:10][Cl:11].[CH3:12][CH2:13][OH:14].[ClH:19].[N:15](=[O:16])[O-:17].[Na+:18].[OH2:20]>>[CH2:1]([CH:2]([CH3:3])[CH3:4])[NH:5][C:6](=[O:7])[N:8]([CH2:9][CH2:10][Cl:11])[N:15]=[O:16]. Reactants: CC(C)(C)OC(=O)N(CCCCl)Cc1ccccc1, C1CCOC1, CN(C)CCN(C)C, [Li]CCCC. Yields the product CC(C)(C)OC(=O)N1CCCC1c1ccccc1. As a reaction SMILES: [C:14](=[O:15])([O:16][C:17]([CH3:18])([CH3:19])[CH3:20])[N:21]([CH2:22][c:23]1[cH:24][cH:25][cH:26][cH:27][cH:28]1)[CH2:29][CH2:30][CH2:31][Cl:32].[CH2:33]1[O:34][CH2:35][CH2:36][CH2:37]1.[CH3:1][N:2]([CH3:3])[CH2:4][CH2:5][N:6]([CH3:7])[CH3:8].[CH3:9][CH2:10][CH2:11][CH2:12][Li:13]>>[C:14](=[O:15])([O:16][C:17]([CH3:18])([CH3:19])[CH3:20])[N:21]1[CH:22]([c:23]2[cH:24][cH:25][cH:26][cH:27][cH:28]2)[CH2:31][CH2:30][CH2:29]1.